Task: describe an organic reaction: reactants, conditions, products, and yield. Dataset: the Open Reaction Database (ORD), a public repository of structured organic reaction records Yields the product CC(=O)NC(CO)Cc1cncs1. Starting materials: [BH4-], CCOC(=O)C(Cc1cncs1)NC(C)=O, CCO, [Na+]. RXN SMILES: [BH4-:1].[C:3]([CH3:4])(=[O:5])[NH:6][CH:7]([C:8](=[O:9])[O:10][CH2:11][CH3:12])[CH2:13][c:14]1[cH:15][n:16][cH:17][s:18]1.[CH3:19][CH2:20][OH:21].[Na+:2]>>[C:3]([CH3:4])(=[O:5])[NH:6][CH:7]([CH2:8][OH:9])[CH2:13][c:14]1[cH:15][n:16][cH:17][s:18]1.